Dataset: the Open Reaction Database (ORD), a public repository of structured organic reaction records. Task: describe an organic reaction: reactants, conditions, products, and yield Starting materials: CCN1CCNCC1=O, CC#N, CCN(C(C)C)C(C)C, CCN(C(C)C)C(C)C, O=[N+]([O-])c1ccc(F)c(F)c1, O=C(O)C(F)(F)F. Product: CCN1CCN(c2ccc([N+](=O)[O-])cc2F)CC1=O. Reaction SMILES: [CH2:1]([CH3:2])[N:3]1[C:4](=[O:9])[CH2:5][NH:6][CH2:7][CH2:8]1.[CH3:46][C:47]#[N:48].[CH:10]([N:11]([CH2:12][CH3:13])[CH:14]([CH3:15])[CH3:16])([CH3:17])[CH3:18].[CH:37]([N:38]([CH2:39][CH3:40])[CH:41]([CH3:42])[CH3:43])([CH3:44])[CH3:45].[F:19][c:20]1[cH:21][c:22]([N+:27](=[O:28])[O-:29])[cH:23][cH:24][c:25]1[F:26].[F:30][C:31]([F:32])([F:33])[C:34]([OH:35])=[O:36]>>[CH2:1]([CH3:2])[N:3]1[C:4](=[O:9])[CH2:5][N:6]([c:25]2[c:20]([F:19])[cH:21][c:22]([N+:27](=[O:28])[O-:29])[cH:23][cH:24]2)[CH2:7][CH2:8]1.